Dataset: the Open Reaction Database (ORD), a public repository of structured organic reaction records. Task: describe an organic reaction: reactants, conditions, products, and yield The reactants are BrC=1C=C(C=NC1)C1N(CCC1)C(=O)OC(C)(C)C (5-bromo-3-(1-tert-butyloxycarbonyl-2-pyrrolidinyl)pyridine), C1(=CC=CC=C1)P(C1=CC=CC=C1)C1=CC=CC=C1 (triphenylphosphine), C([O-])([O-])=O.[K+].[K+] (potassium carbonate), CC(C)(C#C)O (2-methyl-3-butyn-2-ol). Isolated yield 76.4%. Reported procedure: A mixture of 5-bromo-3-(1-tert-butyloxycarbonyl-2-pyrrolidinyl)pyridine (1 g, 3.06 mmol), 10% palladium on charcoal (80 mg, 0.077 mmol), copper(I)iodide (58 mg, 0.30 mmol), triphenylphosphine (80 mg, 0.30 mmol) and potassium carbonate (1.06 g, 7.65 mmol) in DME (5 mL) and water (5 mL) was stirred at 25° C. After 0.75 h 2-methyl-3-butyn-2-ol (0.74 mL, 7.65 mmol) was added and the reaction flask was heated at 80° C. for 18 h. Water (30 mL) and ethyl acetate (30 mL) were added to the cooled mixture... Run in COCCOC (DME), O (water), O (Water), C(C)(=O)OCC (ethyl acetate). Reaction SMILES: Br[C:2]1[CH:3]=[C:4]([CH:8]2[CH2:12][CH2:11][CH2:10][N:9]2[C:13]([O:15][C:16]([CH3:19])([CH3:18])[CH3:17])=[O:14])[CH:5]=[N:6][CH:7]=1.C1(P(C2C=CC=CC=2)C2C=CC=CC=2)C=CC=CC=1.C(=O)([O-])[O-].[K+].[K+].[CH3:45][C:46]([OH:50])([C:48]#[CH:49])[CH3:47]>[Pd].COCCOC.O.[Cu]I.C(OCC)(=O)C>[OH:50][C:46]([CH3:47])([C:48]#[CH:49])[CH2:45][C:2]1[CH:3]=[C:4]([CH:8]2[CH2:12][CH2:11][CH2:10][N:9]2[C:13]([O:15][C:16]([CH3:19])([CH3:18])[CH3:17])=[O:14])[CH:5]=[N:6][CH:7]=1 |f:2.3.4|. Yields the product OC(CC=1C=C(C=NC1)C1N(CCC1)C(=O)OC(C)(C)C)(C#C)C (5-(2-hydroxy-2-methyl-3-butynyl)-3-(1-tert-butyloxycarbonyl-2-pyrrolidinyl)pyridine). Reagents/catalysts: [Pd] (palladium on charcoal), [Cu]I (copper(I)iodide). Run at temperature 25 celsius. Yields the product COC1=NC(=NC(=C1)OC)OC(C(=O)OC)CCCC (methyl 2-(4,6-dimethoxypyrimidin-2-yl)oxyhexanoate). Reaction SMILES: [OH:1][C:2]1[N:7]=[C:6]([O:8][CH3:9])[CH:5]=[C:4]([O:10][CH3:11])[N:3]=1.Br[CH:13]([CH2:18][CH2:19][CH2:20][CH3:21])[C:14]([O:16][CH3:17])=[O:15].CN(C)C=O.C(=O)([O-])[O-].[K+].[K+]>O>[CH3:9][O:8][C:6]1[CH:5]=[C:4]([O:10][CH3:11])[N:3]=[C:2]([O:1][CH:13]([CH2:18][CH2:19][CH2:20][CH3:21])[C:14]([O:16][CH3:17])=[O:15])[N:7]=1 |f:3.4.5|. Procedure details: 3.5 g of 2-hydroxy-4,6-dimethoxypyrimidine, 4.7 g of methyl 2-bromohexanoate, 50 ml of N,N-dimethylformamide and 3.3 g of anhydrous potassium carbonate were stirred at a temperature of from 85° to 90° C. for 3 hours. The reaction mixture was cooled to room temperature and then diluted with water. This aqueous mixture was extracted with ethyl ether. The ethyl ether extract was washed with water and dried. Then, ethyl ether was removed by distillation under reduced pressure to obtain a slightly ye... Solvent: O (water). Reactants: OC1=NC(=CC(=N1)OC)OC (2-hydroxy-4,6-dimethoxypyrimidine), BrC(C(=O)OC)CCCC (methyl 2-bromohexanoate), CN(C=O)C (N,N-dimethylformamide), C([O-])([O-])=O.[K+].[K+] (potassium carbonate). Isolated yield 73.7%.